Dataset: the Open Reaction Database (ORD), a public repository of structured organic reaction records. Task: describe an organic reaction: reactants, conditions, products, and yield Reactants: BrC1=CC(=C(C=C1)NN)C ((4-bromo-2-methylphenyl)hydrazine), C(CC)=O (propionaldehyde). The reagents and catalysts are [Cl-].[Cl-].[Zn+2] (ZnCl2). The solvent is Cl (HCl), C(C)O (ethanol). Reaction conditions: time 45 minute. The product is BrC=1C=C2C(=CNC2=C(C1)C)C (5-bromo-3,7-dimethyl-1H-indole). Isolated yield 19.8%. As a reaction SMILES: [Br:1][C:2]1[CH:7]=[CH:6][C:5]([NH:8]N)=[C:4]([CH3:10])[CH:3]=1.[CH:11](=O)[CH2:12][CH3:13]>C(O)C.Cl.[Cl-].[Cl-].[Zn+2]>[Br:1][C:2]1[CH:7]=[C:6]2[C:5](=[C:4]([CH3:10])[CH:3]=1)[NH:8][CH:11]=[C:12]2[CH3:13] |f:4.5.6|. Procedure: To a suspenstion of (4-bromo-2-methylphenyl)hydrazine (1.44 g, 7.16 mmol) in ethanol (10 mL) was added propionaldehyde (0.68 mL, 9.3 mmol). The solution became clear and the mixture was stirred at room temperature for 45 minutes. The solvents were removed and anhydrous ZnCl2 (1.07 g, 7.88 mmol) was added and the mixture was heated at 170° C. for 30 minutes. The mixture was cooled to room temperature, diluted with 10% HCl, extracted with CH2Cl2 and the organic extract was dried over MgSO4. After ... The reactants are C(C)(C)(C)OC(=O)N1C[C@@H](CC1)CS(=O)CC1=CC=C(C=C1)F ((3R)-1-(tert-butoxycarbonyl)-3-[(4-fluorobenzylsulfinyl)methyl}pyrrolidine), FC(C(=O)O)(F)F (trifluoroacetic acid). Run in ClCCl (dichloromethane). Product: FC1=CC=C(CS(=O)C[C@H]2CNCC2)C=C1 ((3R)-3-[(4-Fluorobenzylsulfinyl)methyl]pyrrolidine). Reaction SMILES: C(OC([N:8]1[CH2:12][CH2:11][C@@H:10]([CH2:13][S:14]([CH2:16][C:17]2[CH:22]=[CH:21][C:20]([F:23])=[CH:19][CH:18]=2)=[O:15])[CH2:9]1)=O)(C)(C)C.FC(F)(F)C(O)=O>ClCCl>[F:23][C:20]1[CH:19]=[CH:18][C:17]([CH2:16][S:14]([CH2:13][C@@H:10]2[CH2:11][CH2:12][NH:8][CH2:9]2)=[O:15])=[CH:22][CH:21]=1. Procedure: Using a similar procedure to that described in Example 93, step 2, (3R)-1-(tert-butoxycarbonyl)-3-[(4-fluorobenzylsulfinyl)methyl}pyrrolidine (0.5149 g, 1.51 mmol) was reacted with trifluoroacetic acid (2ml) in dichloromethane (6ml) to give, after work up, 0.3447 g (95%) of the title compound as a white solid, which was used without further purification. δH (360 MHz, CDCl3) 1.57 (1H, m), 2.13 (1H, m), 2.54-2.72 (4H, m), 3.05 (2H, m), 3.27 (1H, m), 3.96 (2H, m), 708 (2H, t, J=8.6 Hz), 7.26-7.30 (... Reactants: Cl (HCl), O.Cl.C(C1=CC=CC=C1)N1C(COC(C1)(CCN1CCC(CC1)(C1=CC=CC=C1)O)C1=CC(=C(C=C1)Cl)Cl)=O.C(C1=CC=CC=C1)N1C(COC(C1)(C1=CC(=C(C=C1)Cl)Cl)CCN1CCC(CC1)(O)C1=CC=CC=C1)=O.Cl (4-Benzyl-6-(3,4-dichlorophenyl)-6-[2-(4-hydroxy-4-phenylpiperid-1-yl)ethyl]morpholin-3-one hydrochloride hemihydrate), C1(=CC=CC=C1)S(=O)(=O)O.C1(=CC=CC=C1)C1(CCNCC1)NC(=O)N1CCCC1 (4-phenyl-4-(pyrrolidin-1-ylcarbonylamino)piperidine benzenesulfonate), C(=O)([O-])[O-].[K+].[K+] (K2CO3). Solvent: O (water), CCOCC (ether), CN(C)C=O (DMF), C(Cl)Cl (DCM). Conditions: temperature 90 celsius. The product is O.Cl.C(C1=CC=CC=C1)N1C(COC(C1)(CCN1CCC(CC1)(NC(=O)N1CCCC1)C1=CC=CC=C1)C1=CC(=C(C=C1)Cl)Cl)=O (4-Benzyl-6-(3,4-dichlorophenyl)-6-[2-[4-phenyl-4-(pyrrolidin-1-ylcarbonylamino)piperid-1-yl]ethyl]morpholin-3-one hydrochloride monohydrate). Isolated yield 83.2%. As a reaction SMILES: O.Cl.C(N1CC(C2C=CC([Cl:37])=C(Cl)C=2)(CCN2CCC(O)(C3C=CC=CC=3)CC2)[O:13]CC1=O)C1C=CC=CC=1.[CH2:40]([N:47]1[CH2:52][C:51]([CH2:61][CH2:62][N:63]2[CH2:68][CH2:67][C:66]([C:70]3[CH:75]=[CH:74][CH:73]=[CH:72][CH:71]=3)(O)[CH2:65][CH2:64]2)([C:53]2[CH:58]=[CH:57][C:56]([Cl:59])=[C:55]([Cl:60])[CH:54]=2)[O:50][CH2:49][C:48]1=[O:76])[C:41]1[CH:46]=[CH:45][CH:44]=[CH:43][CH:42]=1.Cl.C1(S(O)(=O)=O)C=CC=CC=1.C1(C2([NH:100][C:101]([N:103]3[CH2:107][CH2:106][CH2:105][CH2:104]3)=[O:102])CCNCC2)C=CC=CC=1.C([O-])([O-])=O.[K+].[K+].Cl>CN(C=O)C.C(Cl)Cl.CCOCC.O>[OH2:13].[ClH:37].[CH2:40]([N:47]1[CH2:52][C:51]([C:53]2[CH:58]=[CH:57][C:56]([Cl:59])=[C:55]([Cl:60])[CH:54]=2)([CH2:61][CH2:62][N:63]2[CH2:68][CH2:67][C:66]([C:70]3[CH:71]=[CH:72][CH:73]=[CH:74][CH:75]=3)([NH:100][C:101]([N:103]3[CH2:107][CH2:106][CH2:105][CH2:104]3)=[O:102])[CH2:65][CH2:64]2)[O:50][CH2:49][C:48]1=[O:76])[C:41]1[CH:46]=[CH:45][CH:44]=[CH:43][CH:42]=1 |f:0.1.2.3.4,5.6,7.8.9,15.16.17|. Reported procedure: A mixture of 1.1 g of the compound obtained in step B of EXAMPLE 14, 1.2 g of 4-phenyl-4-(pyrrolidin-1-ylcarbonylamino)piperidine benzenesulfonate and 0.95 g of K2CO3 in 3 ml of DMF is heated at 80-100° C. for 3 hours. After cooling to RT, the reaction mixture is poured into water and the precipitate formed is wrung, washed with water and dried under vaccum. The precipitate is chromatographed on silica H using a DCM/MeOH mixture (from 100/2; v/v to 100/3; v/v) as the eluent. The product obtained... The reactants are [BH4-], O=C1CC(=O)C2(CCN(Cc3ccccc3)CC2)N1c1ccccc1, CO, CCOC(C)=O, [Na+], O. Yields the product O=C1CC(O)C2(CCN(Cc3ccccc3)CC2)N1c1ccccc1. RXN SMILES: [BH4-:26].[CH2:1]([c:2]1[cH:3][cH:4][cH:5][cH:6][cH:7]1)[N:8]1[CH2:9][CH2:10][C:11]2([C:12](=[O:23])[CH2:13][C:14](=[O:22])[N:15]2[c:16]2[cH:17][cH:18][cH:19][cH:20][cH:21]2)[CH2:24][CH2:25]1.[CH3:29][OH:30].[CH3:31][CH2:32][O:33][C:34]([CH3:35])=[O:36].[Na+:27].[OH2:28]>>[CH2:1]([c:2]1[cH:3][cH:4][cH:5][cH:6][cH:7]1)[N:8]1[CH2:9][CH2:10][C:11]2([CH:12]([OH:23])[CH2:13][C:14](=[O:22])[N:15]2[c:16]2[cH:17][cH:18][cH:19][cH:20][cH:21]2)[CH2:24][CH2:25]1. The reactants are C1(CC1)CN1N=C(C=C(C1=O)COS(=O)(=O)C)C1=CC=C(C=C1)S(=O)(=O)C (2-cyclopropylmethyl-4-methanesulfonyloxymethyl-6-[4-(methylsulfonyl)phenyl]-2H-pyridazin-3-one), CNC (dimethylamine). Yields the product C1(CC1)CN1N=C(C=C(C1=O)CN(C)C)C1=CC=C(C=C1)S(=O)(=O)C (2-cyclopropylmethyl-4-dimethylaminomethyl-6-[4-(methylsulfonyl)phenyl]-2H-pyridazin-3-one). Isolated yield 65.6%. RXN SMILES: [CH:1]1([CH2:4][N:5]2[C:10](=[O:11])[C:9]([CH2:12]OS(C)(=O)=O)=[CH:8][C:7]([C:18]3[CH:23]=[CH:22][C:21]([S:24]([CH3:27])(=[O:26])=[O:25])=[CH:20][CH:19]=3)=[N:6]2)[CH2:3][CH2:2]1.[CH3:28][NH:29][CH3:30]>>[CH:1]1([CH2:4][N:5]2[C:10](=[O:11])[C:9]([CH2:12][N:29]([CH3:30])[CH3:28])=[CH:8][C:7]([C:18]3[CH:23]=[CH:22][C:21]([S:24]([CH3:27])(=[O:26])=[O:25])=[CH:20][CH:19]=3)=[N:6]2)[CH2:3][CH2:2]1. Reported procedure: Following the procedure of Example 1(10), 2-cyclopropylmethyl-4-methanesulfonyloxymethyl-6-[4-(methylsulfonyl)phenyl]-2H-pyridazin-3-one and dimethylamine were reacted to yield the title compound as a yellow oil (yield: 65.6%). Starting materials: [BH4-], O=C(c1ccccc1)c1cc(Br)ccc1O, CO, [Na+]. Yields the product Oc1ccc(Br)cc1C(O)c1ccccc1. As a reaction SMILES: [BH4-:1].[Br:3][c:4]1[cH:5][cH:6][c:7]([OH:18])[c:8]([C:10](=[O:11])[c:12]2[cH:13][cH:14][cH:15][cH:16][cH:17]2)[cH:9]1.[CH3:19][OH:20].[Na+:2]>>[Br:3][c:4]1[cH:5][cH:6][c:7]([OH:18])[c:8]([CH:10]([OH:11])[c:12]2[cH:13][cH:14][cH:15][cH:16][cH:17]2)[cH:9]1. Starting materials: COC(C)OC(C)OC(C)n1c(=O)sc2c3ccccc3ccc21, COc1ccc(P2(=S)SP(=S)(c3ccc(OC)cc3)S2)cc1, Cc1ccccc1. The product is COC(C)OC(C)OC(C)n1c(=S)sc2c3ccccc3ccc21. RXN SMILES: [CH3:1][O:2][CH:3]([CH3:4])[O:5][CH:6]([CH3:7])[O:8][CH:9]([CH3:10])[n:11]1[c:12](=[O:24])[s:13][c:14]2[c:15]1[cH:16][cH:17][c:18]1[cH:19][cH:20][cH:21][cH:22][c:23]21.[CH3:25][O:26][c:27]1[cH:28][cH:29][c:30]([P:31]2(=[S:34])[S:32][P:33]([c:35]3[cH:36][cH:37][c:38]([O:39][CH3:40])[cH:41][cH:42]3)(=[S:43])[S:44]2)[cH:45][cH:46]1.[CH3:47][c:48]1[cH:49][cH:50][cH:51][cH:52][cH:53]1>>[CH3:1][O:2][CH:3]([CH3:4])[O:5][CH:6]([CH3:7])[O:8][CH:9]([CH3:10])[n:11]1[c:12](=[S:34])[s:13][c:14]2[c:15]1[cH:16][cH:17][c:18]1[cH:19][cH:20][cH:21][cH:22][c:23]21. Reactants: C(Cl)(Cl)Cl (chloroform), OCC1=CC2=C(CCCC=3C2=NN(C(C3)=O)C3=CC=C(C=C3)C)S1 (9-hydroxymethyl-2-(4-methylphenyl)2,5,6,7-tetrahydro-3H-thieno-[2',3':6,7]cyclohepta[1,2-c]pyridazin-3-one), C(O)([O-])=O.[Na+] (sodium hydrogen carbonate), S(O)(O)(=O)=O (sulfuric acid). The solvent is CO (methanol). The product is COCC1=CC2=C(CCCC=3C2=NN(C(C3)=O)C3=CC=C(C=C3)C)S1 (9-methoxymethyl-2-(4-methylphenyl)-2,5,6,7-tetrahydro-3H-thieno-[2',3':6,7]cyclohepta[1,2-c]pyridazin-3-one). Reaction SMILES: [OH:1][CH2:2][C:3]1[S:24][C:6]2[CH2:7][CH2:8][CH2:9][C:10]3[C:11](=[N:12][N:13]([C:17]4[CH:22]=[CH:21][C:20]([CH3:23])=[CH:19][CH:18]=4)[C:14](=[O:16])[CH:15]=3)[C:5]=2[CH:4]=1.S(=O)(=O)(O)O.[C:30](=O)([O-])O.[Na+].C(Cl)(Cl)Cl>CO>[CH3:30][O:1][CH2:2][C:3]1[S:24][C:6]2[CH2:7][CH2:8][CH2:9][C:10]3[C:11](=[N:12][N:13]([C:17]4[CH:18]=[CH:19][C:20]([CH3:23])=[CH:21][CH:22]=4)[C:14](=[O:16])[CH:15]=3)[C:5]=2[CH:4]=1 |f:2.3|. Reported procedure: To a suspension of 0.75 g of 9-hydroxymethyl-2-(4-methylphenyl)2,5,6,7-tetrahydro-3H-thieno-[2',3':6,7]cyclohepta[1,2-c]pyridazin-3-one in methanol was added 0.1 ml of conc. sulfuric acid at room temperature and the mixture was refluxed under heating for 3 hours. The mixture was poured into aqueous sodium hydrogen carbonate solution and extraced with chloroform. The extract was washed with brine, dried over magnesium sulfate and concentrated in vacuo. The residue was chromatographed on a silica ...